This data is from the Open Reaction Database (ORD), a public repository of structured organic reaction records. The task is: describe an organic reaction: reactants, conditions, products, and yield Reactants: CN(C=1C=C(C=CC1)C(C1=NN=NN1C)=NOCC1=CC=CC(=N1)N1C(C2=CC=CC=C2C1=O)=O)C (2-(6-{[({[3-(dimethylamino)phenyl](1-methyl-1H-tetrazol-5-yl)methylene}amino)oxy]methyl}pyridin-2-yl)-1H-isoindole-1,3(2H)-dione), O.NN (hydrazine hydrate). Run in C1CCOC1 (THF). Reaction conditions: time 6 hour. Product: CN(C=1C=C(C=CC1)C(C1=NN=NN1C)=NOCC1=CC=CC(=N1)N)C (6-{[({[3-(dimethylamino)phenyl](1-methyl-1H-tetrazol-5-yl)methylene}amino)oxy]methyl}pyridin-2-amine), P(HCOOH). The yield is 89.0%. RXN SMILES: [CH3:1][N:2]([CH3:36])[C:3]1[CH:4]=[C:5]([C:9](=[N:16][O:17][CH2:18][C:19]2[N:24]=[C:23]([N:25]3C(=O)C4C(=CC=CC=4)C3=O)[CH:22]=[CH:21][CH:20]=2)[C:10]2[N:14]([CH3:15])[N:13]=[N:12][N:11]=2)[CH:6]=[CH:7][CH:8]=1.O.NN>C1COCC1>[CH3:1][N:2]([CH3:36])[C:3]1[CH:4]=[C:5]([C:9](=[N:16][O:17][CH2:18][C:19]2[N:24]=[C:23]([NH2:25])[CH:22]=[CH:21][CH:20]=2)[C:10]2[N:14]([CH3:15])[N:13]=[N:12][N:11]=2)[CH:6]=[CH:7][CH:8]=1 |f:1.2|. Reported procedure: To a stirred solution of 2-(6-{[({[3-(dimethylamino)phenyl](1-methyl-1H-tetrazol-5-yl)methylene}amino)oxy]methyl}pyridin-2-yl)-1H-isoindole-1,3(2H)-dione (5.22 g, 11 mmol) in dry THF (130 mL) was added hydrazine hydrate (2.63 mL, 54 mmol). The reaction mixture was stirred at room temperature for 6 h, then insolubles were removed by filtration and washed with ethyl acetate. The filtrates were combined and concentrated in vacuo. The residue was dissolved in ethyl acetate (250 mL), washed with wate... Reactants: CON(C(=O)C1=CC2=C(N=NN2C(C)C)C=C1)C (3-isopropyl-3H-benzotriazole-5-carboxylic acid methoxy-methyl-amide), CC(C)C[AlH]CC(C)C (DIBAL). Run in C1(=CC=CC=C1)C (toluene), C1(=CC=CC=C1)C (toluene). Reaction conditions: temperature -78 celsius, time 1 hour. Product: C(C)(C)N1N=NC2=C1C=C(C=C2)C=O (3-isopropyl-3H-benzotriazole-5-carbaldehyde). The yield is 69.0%. Reaction SMILES: CON(C)[C:4]([C:6]1[CH:17]=[CH:16][C:9]2[N:10]=[N:11][N:12]([CH:13]([CH3:15])[CH3:14])[C:8]=2[CH:7]=1)=[O:5].CC(C[AlH]CC(C)C)C>C1(C)C=CC=CC=1>[CH:13]([N:12]1[C:8]2[CH:7]=[C:6]([CH:4]=[O:5])[CH:17]=[CH:16][C:9]=2[N:10]=[N:11]1)([CH3:15])[CH3:14]. Procedure: To a stirred, cold (−78° C.) solution of 3-isopropyl-3H-benzotriazole-5-carboxylic acid methoxy-methyl-amide (4.26 g) in 20 mL of toluene was added drop-wise 17.2 mL of DIBAL in toluene (1 M). The mixture was stirred for 1 hour at −78° C. before warming to 0° C. The reaction was quenched with aqueous 1 N hydrochloric acid, diluted with water and extracted with ethyl acetate (3 times). The combined extracts were washed with water, brine, dried (sodium sulfate), filtered, and the filtrate was conc... Starting materials: OC1=CC=C(C=C1)/C=C/C(=O)OC1=CC=C(C=C1)OCCCCC (4-pentoxyphenyl (2E)-3-{4-hydroxyphenyl}acrylate), ClCCCCCCO (6-chloro-1-hexanol), C1(=CC=CC=C1)P(C1=CC=CC=C1)C1=CC=CC=C1 (triphenylphosphine), solution, C(C)OC(=O)N=NC(=O)OCC (azodicarboxylic acid diethyl ester). The solvent is O1CCCC1 (tetrahydrofurane), C1(=CC=CC=C1)C (toluene). Reaction conditions: temperature 0 celsius, time 25 minute. Yields the product ClCCCCCCOC1=CC=C(C=C1)/C=C/C(=O)OC1=CC=C(C=C1)OCCCCC (4-pentoxyphenyl (2E)-3-{4-(6-chlorohexyloxy)phenyl}acrylate). Isolated yield 74.9%. RXN SMILES: [OH:1][C:2]1[CH:7]=[CH:6][C:5](/[CH:8]=[CH:9]/[C:10]([O:12][C:13]2[CH:18]=[CH:17][C:16]([O:19][CH2:20][CH2:21][CH2:22][CH2:23][CH3:24])=[CH:15][CH:14]=2)=[O:11])=[CH:4][CH:3]=1.[Cl:25][CH2:26][CH2:27][CH2:28][CH2:29][CH2:30][CH2:31]O.C1(P(C2C=CC=CC=2)C2C=CC=CC=2)C=CC=CC=1.C(OC(N=NC(OCC)=O)=O)C>O1CCCC1.C1(C)C=CC=CC=1>[Cl:25][CH2:26][CH2:27][CH2:28][CH2:29][CH2:30][CH2:31][O:1][C:2]1[CH:3]=[CH:4][C:5](/[CH:8]=[CH:9]/[C:10]([O:12][C:13]2[CH:14]=[CH:15][C:16]([O:19][CH2:20][CH2:21][CH2:22][CH2:23][CH3:24])=[CH:17][CH:18]=2)=[O:11])=[CH:6][CH:7]=1. Procedure details: 7.35 g (22.5 mmol) 4-pentoxyphenyl (2E)-3-{4-hydroxyphenyl}acrylate, 3.36 g (24.6 mmol) 6-chloro-1-hexanol and 6.45 g (24.6 mmol) of triphenylphosphine were dissolved in 100 ml of tetrahydrofurane. The colourless solution was subsequently cooled to 0° C. and 4.28 g (24.6 mmol) of a 40% solution of azodicarboxylic acid diethyl ester in toluene were added dropwise thereto over a period of 25 minutes. The mixture was subsequently allowed to react for 4 h at 0° C. The reaction mixture was reduced in... Reactants: O1C(C1)C1=CC=C(C=C1)C1=NOC(=N1)C1=C(C(=NO1)C1=CC=CC=C1)C(F)(F)F (3-(4-(oxiran-2-yl)phenyl)-5-(3-phenyl-4-(trifluoromethyl)isoxazol-5-yl)-1,2,4-oxadiazole), 28C, N1C(COCC1)CC(=O)OCC (ethyl 2-(morpholin-3-yl)acetate). The solvent is C(C)O (ethanol). Conditions: temperature 80 celsius. Yields the product OC(CN1C(COCC1)CC(=O)O)C1=CC=C(C=C1)C1=NOC(=N1)C1=C(C(=NO1)C1=CC=CC=C1)C(F)(F)F (2-(4-(2-hydroxy-2-(4-(5-(3-phenyl-4-(trifluoromethyl)isoxazol-5-yl)-1,2,4-oxadiazol-3-yl)phenyl)ethyl)morpholin-3-yl)acetic acid). Reaction SMILES: [O:1]1[CH2:3][CH:2]1[C:4]1[CH:9]=[CH:8][C:7]([C:10]2[N:14]=[C:13]([C:15]3[O:19][N:18]=[C:17]([C:20]4[CH:25]=[CH:24][CH:23]=[CH:22][CH:21]=4)[C:16]=3[C:26]([F:29])([F:28])[F:27])[O:12][N:11]=2)=[CH:6][CH:5]=1.[NH:30]1[CH2:35][CH2:34][O:33][CH2:32][CH:31]1[CH2:36][C:37]([O:39]CC)=[O:38]>C(O)C>[OH:1][CH:2]([C:4]1[CH:5]=[CH:6][C:7]([C:10]2[N:14]=[C:13]([C:15]3[O:19][N:18]=[C:17]([C:20]4[CH:25]=[CH:24][CH:23]=[CH:22][CH:21]=4)[C:16]=3[C:26]([F:28])([F:27])[F:29])[O:12][N:11]=2)=[CH:8][CH:9]=1)[CH2:3][N:30]1[CH2:35][CH2:34][O:33][CH2:32][CH:31]1[CH2:36][C:37]([OH:39])=[O:38]. Reported procedure: To a mixture of 3-(4-(oxiran-2-yl)phenyl)-5-(3-phenyl-4-(trifluoromethyl)isoxazol-5-yl)-1,2,4-oxadiazole, Preparation 28C (30 mg, 0.075 mmol) in ethanol (2 mL) was added ethyl 2-(morpholin-3-yl)acetate (52.1 mg, 0.301 mmol). The resulting mixture was heated at 80° C. overnight. Solvent was removed in vacuo. The residue was treated with 6N HCl/MeCN at 50° C. overnight. The reaction mixture was filtered and purified by HPLC. HPLC conditions: PHENOMENEX® Luna C18 5 micron column (250×30 mm); 25-100... Product: C(C1=CC=CC=C1)N1CCC(CC1)NC=1SC2=C(N1)C=CC(=C2)NC(=S)N ([2-(1-Benzyl-piperidin-4-ylamino)-benzothiazol-6-yl]-thiourea). The reactants are C(C1=CC=CC=C1)(=O)NC(=S)NC1=CC2=C(N=C(S2)NC2CCN(CC2)CC2=CC=CC=C2)C=C1 (1-Benzoyl-3-[2-(1-benzyl-piperidin-4-ylamino)-benzothiazol-6-yl]-thiourea), [OH-].[Na+] (NaOH). Procedure details: 1-Benzoyl-3-[2-(1-benzyl-piperidin-4-ylamino)-benzothiazol-6-yl]-thiourea (Example 37, 29 mg, 0.058 mmol) was placed in an argon purged flask. THF (3 mL) was added followed by 2M NaOH (0.13 mL, 4.4 eq.). The mixture was heated to reflux for 44 hours. The solvent was evaporated. The mixture was diluted with water (2 mL) and ethyl acetate (10 mL). The layers were separated and the aqueous phase (saturated with NaCl) extracted with ethyl acetate (2×10 mL). The combined organic fractions were dried ... The solvent is C1CCOC1 (THF). As a reaction SMILES: C([NH:9][C:10]([NH:12][C:13]1[CH:35]=[CH:34][C:16]2[N:17]=[C:18]([NH:20][CH:21]3[CH2:26][CH2:25][N:24]([CH2:27][C:28]4[CH:33]=[CH:32][CH:31]=[CH:30][CH:29]=4)[CH2:23][CH2:22]3)[S:19][C:15]=2[CH:14]=1)=[S:11])(=O)C1C=CC=CC=1.[OH-].[Na+]>C1COCC1>[CH2:27]([N:24]1[CH2:25][CH2:26][CH:21]([NH:20][C:18]2[S:19][C:15]3[CH:14]=[C:13]([NH:12][C:10]([NH2:9])=[S:11])[CH:35]=[CH:34][C:16]=3[N:17]=2)[CH2:22][CH2:23]1)[C:28]1[CH:29]=[CH:30][CH:31]=[CH:32][CH:33]=1 |f:1.2|.